This data is from the Open Reaction Database (ORD), a public repository of structured organic reaction records. The task is: describe an organic reaction: reactants, conditions, products, and yield The reactants are C(C)(=O)O (acetic acid), CO (methanol), S(C)(=O)(=O)OC1=C(C=C(C(=C1)NCC(C)O)OC)C (2-methyl-4-methoxy-5-(2-hydroxypropyl)aminophenyl mesylate), aqueous solution, [OH-].[Na+] (sodium hydroxide). Solvent: O (water). Yields the product CC1=C(C=C(C(=C1)OC)NCC(C)O)O (2-methyl-4-methoxy-5-(2-hydroxypropyl)aminophenol). Isolated yield 83.2%. Reaction SMILES: CO.S([O:7][C:8]1[CH:13]=[C:12]([NH:14][CH2:15][CH:16]([OH:18])[CH3:17])[C:11]([O:19][CH3:20])=[CH:10][C:9]=1[CH3:21])(=O)(=O)C.[OH-].[Na+].C(O)(=O)C>O>[CH3:21][C:9]1[CH:10]=[C:11]([O:19][CH3:20])[C:12]([NH:14][CH2:15][CH:16]([OH:18])[CH3:17])=[CH:13][C:8]=1[OH:7] |f:2.3|. Reported procedure: Into 100 ml of methanol was added 2.0 g (13.1 mmol) of 2-methyl-4-methoxy-5-(2-hydroxypropyl)aminophenyl mesylate. After conducting nitrogen substitution at room temperature, 40 ml of 7.5N aqueous solution of sodium hydroxide was added to the mixture and the resulting mixture was heated under reflux for 7 hours with blowing nitrogen gas thereinto. After allowing to cool, the mixture was neutralized with acetic acid and poured into 400 ml of water. The resulting solution was extracted with 400 ml... Procedure details: Boron trifluoride etherate (56 ml) was added dropwise to a solution of 2,4-difluorobenzaldehyde dimethyl acetal (79 g) and triethylphosphite (73.5g) in DCM (1 l) at -25° C. The mixture was stirred at ambient temperature for 16 hours. The organic solution was washed with H2O and brine and dried over MgSO4. The solvent was removed to leave an oil (~160 g). Purification by flash chromatography on silica gel column (elution with 40% heptane: 60% DCM, with DCM, followed by ethyl acetate: DCM) provide... Product: P(O)(O)=O.C(C)C(OC)(C1=C(C=C(C=C1)F)F)CC (Diethyl-1-(2,4-Difiuorophenyl)-1-Methoxy-Methane Phosphonate). Run in C(Cl)Cl (DCM). Reaction conditions: time 16 hour. Starting materials: B(F)(F)F.CCOCC (Boron trifluoride etherate), COC(C1=C(C=C(C=C1)F)F)OC (2,4-difluorobenzaldehyde dimethyl acetal), C(C)OP(OCC)OCC (triethylphosphite). Reaction SMILES: B(F)(F)F.[CH3:5][CH2:6]OCC.CO[CH:12]([O:21][CH3:22])[C:13]1[CH:18]=[CH:17][C:16]([F:19])=[CH:15][C:14]=1[F:20].[CH2:23]([O:25][P:26]([O:30]CC)[O:27]CC)[CH3:24]>C(Cl)Cl>[PH:26](=[O:25])([OH:30])[OH:27].[CH2:5]([C:12]([CH2:23][CH3:24])([C:13]1[CH:18]=[CH:17][C:16]([F:19])=[CH:15][C:14]=1[F:20])[O:21][CH3:22])[CH3:6] |f:0.1,5.6|. Starting materials: ClC=1N=C(C2=C(N1)SC(=N2)CC(=O)N2CCC(CC2)C(C)(C)O)N2CCOCC2 (2-(5-chloro-7-morpholin-4-yl-thiazolo[5,4-d]pyrimidin-2-yl)-1-[4-(1-hydroxy-1-methylethyl)piperidin-1-yl]ethanone), C(C)C=1NC2=C(N1)C=CC=C2 (2-ethylbenzimidazole), CC(C)C1=CC(=C(C(=C1)C(C)C)C2=C(C=CC=C2)P(C3CCCCC3)C4CCCCC4)C(C)C (Xphos), C(=O)([O-])[O-].[Cs+].[Cs+] (Cs2CO3). The reagents and catalysts are C=1C=CC(=CC1)/C=C/C(=O)/C=C/C2=CC=CC=C2.C=1C=CC(=CC1)/C=C/C(=O)/C=C/C2=CC=CC=C2.C=1C=CC(=CC1)/C=C/C(=O)/C=C/C2=CC=CC=C2.[Pd].[Pd] (Pd2(dba)3). Solvent: O1CCOCC1 (dioxane). Run at temperature 120 celsius. Yields the product C(C)C1=NC2=C(N1C=1N=C(C3=C(N1)SC(=N3)CC(=O)N3CCC(CC3)C(C)(C)O)N3CCOCC3)C=CC=C2 (2-(5-(2-ethyl-1H-benzo[d]imidazol-1-yl)-7-morpholinothiazolo[5,4-d]pyrimidin-2-yl)-1-(4-(2-hydroxypropan-2-yl)piperidin-1-yl)ethanone). The yield is 38.4%. As a reaction SMILES: Cl[C:2]1[N:3]=[C:4]([N:24]2[CH2:29][CH2:28][O:27][CH2:26][CH2:25]2)[C:5]2[N:10]=[C:9]([CH2:11][C:12]([N:14]3[CH2:19][CH2:18][CH:17]([C:20]([OH:23])([CH3:22])[CH3:21])[CH2:16][CH2:15]3)=[O:13])[S:8][C:6]=2[N:7]=1.[CH2:30]([C:32]1[NH:33][C:34]2[CH:40]=[CH:39][CH:38]=[CH:37][C:35]=2[N:36]=1)[CH3:31].CC(C1C=C(C(C)C)C(C2C=CC=CC=2P(C2CCCCC2)C2CCCCC2)=C(C(C)C)C=1)C.C([O-])([O-])=O.[Cs+].[Cs+]>O1CCOCC1.C1C=CC(/C=C/C(/C=C/C2C=CC=CC=2)=O)=CC=1.C1C=CC(/C=C/C(/C=C/C2C=CC=CC=2)=O)=CC=1.C1C=CC(/C=C/C(/C=C/C2C=CC=CC=2)=O)=CC=1.[Pd].[Pd]>[CH2:30]([C:32]1[N:33]([C:2]2[N:3]=[C:4]([N:24]3[CH2:25][CH2:26][O:27][CH2:28][CH2:29]3)[C:5]3[N:10]=[C:9]([CH2:11][C:12]([N:14]4[CH2:19][CH2:18][CH:17]([C:20]([OH:23])([CH3:21])[CH3:22])[CH2:16][CH2:15]4)=[O:13])[S:8][C:6]=3[N:7]=2)[C:34]2[CH:40]=[CH:39][CH:38]=[CH:37][C:35]=2[N:36]=1)[CH3:31] |f:3.4.5,7.8.9.10.11|. Reported procedure: A mixture of 2-(5-chloro-7-morpholin-4-yl-thiazolo[5,4-d]pyrimidin-2-yl)-1-[4-(1-hydroxy-1-methylethyl)piperidin-1-yl]ethanone (40 mg, 0.09 mmol), 2-ethylbenzimidazole (15 mg, 0.10 mmol), Pd2(dba)3 (2.1 mg, 2.5 mol %), Xphos (4.3 mg, 10 mol %) and Cs2CO3 (44 mg, 0.14 mmol) in dioxane (1.5 mL) was purged with argon gas then heated at 120° C., for 20 h, in a sealed tube. The reaction mixture diluted with EtOAc, filtered through Celite® and evaporated. The resulting residue was purified by column c... Starting materials: BrB(Br)Br, ClCCl, COc1cc(-n2nc(C)n(C(F)F)c2=O)c(F)cc1Cl, O. Yields the product Cc1nn(-c2cc(O)c(Cl)cc2F)c(=O)n1C(F)F. Reaction SMILES: [B:21]([Br:22])([Br:23])[Br:24].[CH2:26]([Cl:27])[Cl:28].[Cl:1][c:2]1[cH:3][c:4]([F:20])[c:5](-[n:10]2[n:11][c:12]([CH3:19])[n:13]([CH:16]([F:17])[F:18])[c:14]2=[O:15])[cH:6][c:7]1[O:8][CH3:9].[OH2:25]>>[Cl:1][c:2]1[cH:3][c:4]([F:20])[c:5](-[n:10]2[n:11][c:12]([CH3:19])[n:13]([CH:16]([F:17])[F:18])[c:14]2=[O:15])[cH:6][c:7]1[OH:8]. The reactants are Cc1ccc(CCl)nc1, Cl, [Na+], [OH-], O, Sc1nc2cc3c(cc2[nH]1)CCC3. Product: Cc1ccc(CSc2nc3cc4c(cc3[nH]2)CCC4)nc1. As a reaction SMILES: [CH3:17][c:18]1[cH:19][cH:20][c:21]([CH2:24][Cl:25])[n:22][cH:23]1.[ClH:16].[Na+:15].[OH-:14].[OH2:26].[nH:1]1[c:2]([SH:13])[n:3][c:4]2[c:5]1[cH:6][c:7]1[c:11]([cH:12]2)[CH2:10][CH2:9][CH2:8]1>>[n:1]1[c:2]([S:13][CH2:24][c:21]2[cH:20][cH:19][c:18]([CH3:17])[cH:23][n:22]2)[nH:3][c:4]2[c:5]1[cH:6][c:7]1[c:11]([cH:12]2)[CH2:10][CH2:9][CH2:8]1. Starting materials: OC(C(=O)OCC)(C)C1=CC2=CC=C(C=C2C=C1)OC (Ethyl 2-hydroxy-2-(6-methoxynaphth-2-yl)propionate), C(C)(=O)OC(C)=O (acetic anhydride). Reagents/catalysts: [Pd] (palladium). Solvent: C1(=CC=CC=C1)C (toluene). The product is COC=1C=C2C=CC(=CC2=CC1)C(C(=O)OCC)C (Ethyl 2-(6-methoxynaphth-2-yl)propionate), COC1=CC2=CC=CC=C2C=C1 (2-methoxynaphthalene). Reaction SMILES: O[C:2]([C:9]1[CH:18]=[CH:17][C:16]2[C:11](=[CH:12][CH:13]=[C:14]([O:19][CH3:20])[CH:15]=2)[CH:10]=1)([CH3:8])[C:3]([O:5][CH2:6][CH3:7])=[O:4].C(OC(=O)C)(=O)C>[Pd].C1(C)C=CC=CC=1>[CH3:20][O:19][C:14]1[CH:15]=[C:16]2[C:11](=[CH:12][CH:13]=1)[CH:10]=[C:9]([CH:2]([CH3:8])[C:3]([O:5][CH2:6][CH3:7])=[O:4])[CH:18]=[CH:17]2.[CH3:20][O:19][C:14]1[CH:13]=[CH:12][C:11]2[C:16](=[CH:17][CH:18]=[CH:9][CH:10]=2)[CH:15]=1. Reported procedure: Ethyl 2-hydroxy-2-(6-methoxynaphth-2-yl)propionate (7,5 g, 27,3 mmol), acetic anhydride (6,14 g, 60,2 mmol), toluene (37 ml) and palladium catalyst (5% on carbon, 0,75 g) were heated (140° C.) under a hydrogen atmosphere (10 bar) for 14 hours. Ethyl 2-(6-methoxynaphth-2-yl)propionate was formed with a selectivity of 92% at a 2-methoxynaphthalene conversion of 60%.